Task: describe an organic reaction: reactants, conditions, products, and yield. Dataset: the Open Reaction Database (ORD), a public repository of structured organic reaction records Reaction SMILES: [C:1]([OH:12])(=[O:11])[C:2]1[CH:10]=[CH:9][C:5]([C:6]([OH:8])=[O:7])=[CH:4][CH:3]=1.[CH2:13]([OH:17])[CH2:14][CH2:15]O>>[OH:7][CH2:6][CH2:5][CH2:4][O:7][C:6](=[O:8])[C:5]1[CH:9]=[CH:10][C:2]([C:1]([O:12][CH2:15][CH2:14][CH2:13][OH:17])=[O:11])=[CH:3][CH:4]=1. Reported procedure: 50.6 kg of terephthalic acid (TPA) and 30.2 kg of 1,3-propanediol (PDO) were charged in an esterification vessel and stirred thoroughly at a stirring rate of 130 rpm in the presence of an esterification catalyst. Nitrogen was then introduced at a flow rate of 4 L/min, and the reaction pressure was maintained at 2 kg/cm2G. The internal temperature of the esterification vessel was increased to 245° C. During the esterification process, the byproducts water and 1,3-PDO were separated by using a sep... The product is OCCCOC(C1=CC=C(C(=O)OCCCO)C=C1)=O (bis(3-hydroxypropyl)terephthalate). Run at temperature 245 celsius, time 3.5 hour. Starting materials: C(C1=CC=C(C(=O)O)C=C1)(=O)O (terephthalic acid), C(CCO)O (1,3-propanediol). Procedure: 14 Milliliters of dry dichloromethane was added to 670 mg of 2-amino-5-benzyloxy-3-ethoxycarbonyl-6-isobutylpyrazine 1-oxide. The mixture was cooled to -35° C. Thereto was dropwise added in about 5 minutes 4.7 ml of a solution of 1 mol of diisobutylaluminum hydride dissolved in n-hexane. After completion of the dropwise addition, a reaction was effected for 40 minutes at -30° C., then the temperature of the reaction mixture was returned to room temperature by adding 1 ml of water to the reaction... Product: NC1=[N+](C(=C(N=C1CO)OCC1=CC=CC=C1)CC(C)C)[O-] (2-amino-5-benzyloxy-3-hydroxymethyl-6-isobutylpyrazine 1-oxide). Reactants: Cl (hydrochloric acid), ClCCl (dichloromethane), NC1=[N+](C(=C(N=C1C(=O)OCC)OCC1=CC=CC=C1)CC(C)C)[O-] (2-amino-5-benzyloxy-3-ethoxycarbonyl-6-isobutylpyrazine 1-oxide), solution, [H-].C(C(C)C)[Al+]CC(C)C (diisobutylaluminum hydride). The solvent is O (water), CCCCCC (n-hexane). Isolated yield 65.4%. Reaction conditions: temperature -35 celsius, time 40 minute. As a reaction SMILES: ClCCl.[NH2:4][C:5]1[C:10]([C:11](OCC)=[O:12])=[N:9][C:8]([O:16][CH2:17][C:18]2[CH:23]=[CH:22][CH:21]=[CH:20][CH:19]=2)=[C:7]([CH2:24][CH:25]([CH3:27])[CH3:26])[N+:6]=1[O-:28].[H-].C([Al+]CC(C)C)C(C)C.Cl>CCCCCC.O>[NH2:4][C:5]1[C:10]([CH2:11][OH:12])=[N:9][C:8]([O:16][CH2:17][C:18]2[CH:19]=[CH:20][CH:21]=[CH:22][CH:23]=2)=[C:7]([CH2:24][CH:25]([CH3:26])[CH3:27])[N+:6]=1[O-:28] |f:2.3|.